Task: describe an organic reaction: reactants, conditions, products, and yield. Dataset: the Open Reaction Database (ORD), a public repository of structured organic reaction records Reactants: Cl(=O)[O-].[Na+] (sodium chlorite), P(=O)(O)(O)[O-].[Na+] (sodium dihydrogenphosphate), CC(C)=CC (2-methyl-2-butene), FC=1C=CC(=C(C1)C1=NOC(=N1)C=1C=C(C(=CC1)C1=C(C=CC=C1)C)C=O)OC (4-[3-(5-fluoro-2-methoxyphenyl)-1,2,4-oxadiazol-5-yl]-2′-methylbiphenyl-2-carbaldehyde). Run in O (water), O1CCOCC1 (dioxane). Conditions: time 16 hour. Product: FC=1C=CC(=C(C1)C1=NOC(=N1)C=1C=C(C(=CC1)C1=C(C=CC=C1)C)C(=O)O)OC (4-[3-(5-fluoro-2-methoxyphenyl)-1,2,4-oxadiazol-5-yl]-2′-methylbiphenyl-2-carboxylic acid). Isolated yield 88.6%. As a reaction SMILES: Cl([O-])=O.[Na+].P([O-])(O)(O)=[O:6].[Na+].CC(=CC)C.[F:16][C:17]1[CH:18]=[CH:19][C:20]([O:43][CH3:44])=[C:21]([C:23]2[N:27]=[C:26]([C:28]3[CH:29]=[C:30]([CH:41]=[O:42])[C:31]([C:34]4[CH:39]=[CH:38][CH:37]=[CH:36][C:35]=4[CH3:40])=[CH:32][CH:33]=3)[O:25][N:24]=2)[CH:22]=1>O.O1CCOCC1>[F:16][C:17]1[CH:18]=[CH:19][C:20]([O:43][CH3:44])=[C:21]([C:23]2[N:27]=[C:26]([C:28]3[CH:29]=[C:30]([C:41]([OH:6])=[O:42])[C:31]([C:34]4[CH:39]=[CH:38][CH:37]=[CH:36][C:35]=4[CH3:40])=[CH:32][CH:33]=3)[O:25][N:24]=2)[CH:22]=1 |f:0.1,2.3|. Procedure details: A solution of sodium chlorite (59 mg; 0.65 mmol; 5.5 eq.) and sodium dihydrogenphosphate (51 mg; 0.43 mmol; 3.6 eq.) in water (1 mL) was added to a mixture of 2-methyl-2-butene (0.13 mL) and 4-[3-(5-fluoro-2-methoxyphenyl)-1,2,4-oxadiazol-5-yl]-2′-methylbiphenyl-2-carbaldehyde (46.2 mg; 0.12 mmol; 1 eq.) in dioxane (1 mL) and the reaction was stirred at room temperature for 16 hours. The suspension was partitioned between water and ethyl acetate. The aqueous phase was acidified to pH 3-4 with ac... Starting materials: ClC1=C(CNC(N(C)CCO)=O)C=CC=C1 (3-(2-chlorobenzyl)-1-(2-hydroxyethyl)-1-methylurea), N(=C=O)C1=CC2=CC=CC=C2C=C1 (2-isocyanatonaphthalene). Reagents/catalysts: CN(C)C=1C=CN=CC1 (DMAP). Solvent: C1CCOC1 (THF). Run at time 30 minute. The product is C1=C(C=CC2=CC=CC=C12)NC(OCCN(C(=O)NCC1=C(C=CC=C1)Cl)C)=O (2-(3-(2-chlorobenzyl)-1-methylureido)ethyl naphthalen-2-ylcarbamate). The yield is 80.1%. RXN SMILES: [Cl:1][C:2]1[CH:16]=[CH:15][CH:14]=[CH:13][C:3]=1[CH2:4][NH:5][C:6](=[O:12])[N:7]([CH2:9][CH2:10][OH:11])[CH3:8].[N:17]([C:20]1[CH:29]=[CH:28][C:27]2[C:22](=[CH:23][CH:24]=[CH:25][CH:26]=2)[CH:21]=1)=[C:18]=[O:19]>C1COCC1.CN(C1C=CN=CC=1)C>[CH:21]1[C:22]2[C:27](=[CH:26][CH:25]=[CH:24][CH:23]=2)[CH:28]=[CH:29][C:20]=1[NH:17][C:18](=[O:19])[O:11][CH2:10][CH2:9][N:7]([CH3:8])[C:6]([NH:5][CH2:4][C:3]1[CH:13]=[CH:14][CH:15]=[CH:16][C:2]=1[Cl:1])=[O:12]. Procedure: To a solution of 3-(2-chlorobenzyl)-1-(2-hydroxyethyl)-1-methylurea (120 mg, 0.50 mmol) in THF (1.0 mL) were added DMAP (3.0 mg, 0.02) and 2-isocyanatonaphthalene (100 mg, 0.60 mmol). The reaction mixture was stirred for 30 min. LC/MS indicated the completion of the reaction. The mixture was filtered and the filtrate was purified by RP-HPLC using a mixture of acetonitrile and H2O to give 2-(3-(2-chlorobenzyl)-1-methylureido)ethyl naphthalen-2-ylcarbamate (165 mg, 80%). LRMS (M-Boc+H+) m/z 412.1. As a reaction SMILES: [CH3:13][CH2:14][OH:15].[CH3:16][c:17]1[cH:18][cH:19][cH:20][cH:21][cH:22]1.[N+:1]([O-:2])(=[O:3])[CH:4]1[CH2:5][N:6]([CH2:11][CH3:12])[N:7]([CH2:9][CH3:10])[CH2:8]1>>[NH2:1][CH:4]1[CH2:5][N:6]([CH2:11][CH3:12])[N:7]([CH2:9][CH3:10])[CH2:8]1. The product is CCN1CC(N)CN1CC. Starting materials: CCO, Cc1ccccc1, CCN1CC([N+](=O)[O-])CN1CC.